From a dataset of the Open Reaction Database (ORD), a public repository of structured organic reaction records. describe an organic reaction: reactants, conditions, products, and yield Reactants: NC1=NC(=NN1)SC (5-amino-3-methylthio-1H-1,2,4-triazole), C(C)(=O)O (acetic acid), O=C1CSCCC1C(=O)OCC (ethyl 3-oxo-3,4,5,6-tetrahydro-2H-thiopyrane-4-carboxylate). Conditions: time 30 minute. The product is CSC1=NN2C(N=C3C(C2)=CCSC3=O)=N1 (2-methylthio-5,6,7,9-tetrahydrothiopyrano[3,4-d]-1,2,4-triazolo[1,5-a]pyrimidine-5(10H)-one). Yield: 62.9%. As a reaction SMILES: [NH2:1][C:2]1[NH:6][N:5]=[C:4]([S:7][CH3:8])[N:3]=1.O=[C:10]1[CH:15]([C:16](OCC)=O)[CH2:14][CH2:13][S:12][CH2:11]1.C(O)(=[O:23])C>>[CH3:8][S:7][C:4]1[N:3]=[C:2]2[N:1]=[C:14]3[C:13](=[O:23])[S:12][CH2:11][CH:10]=[C:15]3[CH2:16][N:6]2[N:5]=1. Procedure: 0.976 g (0.0075 mole) of 5-amino-3-methylthio-1H-1,2,4-triazole are dissolved in 6 ml of acetic acid, then 1.368 g (0.075 mole) of ethyl 3-oxo-3,4,5,6-tetrahydro-2H-thiopyrane-4-carboxylate are added and the reaction mixture is boiled for 30 minutes. The precipitated product is filtered off from the hot solution, washed with water and recrystallized from dimethylformamide. Thus 1.2 g (62.9%) of 2-methylthio-5,6,7,9-tetrahydrothiopyrano[3,4-d]-1,2,4-triazolo[1,5-a]pyrimidine-5(10H)-one are obtain... The reactants are CC(C)=O, N#Cc1c(N)nc(SCc2csc(-c3ccc(Cl)cc3)n2)c(C#N)c1-c1cnc(I)s1, NCCO. Product: N#Cc1c(N)nc(SCc2csc(-c3ccc(Cl)cc3)n2)c(C#N)c1-c1cnc(NCCO)s1. Reaction SMILES: [CH3:36][C:37](=[O:38])[CH3:39].[NH2:1][c:2]1[n:3][c:4]([S:18][CH2:19][c:20]2[n:21][c:22](-[c:25]3[cH:26][cH:27][c:28]([Cl:31])[cH:29][cH:30]3)[s:23][cH:24]2)[c:5]([C:16]#[N:17])[c:6](-[c:10]2[cH:11][n:12][c:13]([I:15])[s:14]2)[c:7]1[C:8]#[N:9].[NH2:32][CH2:33][CH2:34][OH:35]>>[NH2:1][c:2]1[n:3][c:4]([S:18][CH2:19][c:20]2[n:21][c:22](-[c:25]3[cH:26][cH:27][c:28]([Cl:31])[cH:29][cH:30]3)[s:23][cH:24]2)[c:5]([C:16]#[N:17])[c:6](-[c:10]2[cH:11][n:12][c:13]([NH:32][CH2:33][CH2:34][OH:35])[s:14]2)[c:7]1[C:8]#[N:9]. The reactants are BrC1=CC=C(C=C1)S(=O)(=O)N(C=1C=CC(=C(C(=O)[O-])C1)F)CCCCCC (5-[({4-bromophenyl)sulfonyl](hexyl)amino]-2-fluorobenzoate), C(CCC)C1=CC=C(C=C1)C#C ((p-butylphenyl)acetylene), C1(=CC=CC=C1)P(C1=CC=CC=C1)C1=CC=CC=C1 (triphenylphosphine), TEA. The reagents and catalysts are Cl[Pd]([P](C1=CC=CC=C1)(C2=CC=CC=C2)C3=CC=CC=C3)([P](C4=CC=CC=C4)(C5=CC=CC=C5)C6=CC=CC=C6)Cl (bis(triphenylphosphine)palladium chloride), [I].[Cu] (copper iodine). Solvent: CN(C)C=O (DMF), CCOCC (Et2O). Conditions: temperature 120 celsius, time 1500 second. Product: C(CCC)C1=CC=C(C=C1)C#CC1=CC=C(C=C1)S(=O)(=O)N(C=1C=CC(=C(C(=O)OC)C1)F)CCCCCC (methyl 5-[({4-[(4-butylphenyl)ethynyl]phenyl}sulfonyl)(hexyl)amino]-2-fluorobenzoate). The yield is 221.5%. As a reaction SMILES: Br[C:2]1[CH:7]=[CH:6][C:5]([S:8]([N:11]([CH2:22][CH2:23][CH2:24][CH2:25][CH2:26][CH3:27])[C:12]2[CH:13]=[CH:14][C:15]([F:21])=[C:16]([CH:20]=2)[C:17]([O-:19])=[O:18])(=[O:10])=[O:9])=[CH:4][CH:3]=1.[CH2:28]([C:32]1[CH:37]=[CH:36][C:35]([C:38]#[CH:39])=[CH:34][CH:33]=1)[CH2:29][CH2:30][CH3:31].[C:40]1(P(C2C=CC=CC=2)C2C=CC=CC=2)C=CC=CC=1>CN(C=O)C.CCOCC.Cl[Pd](Cl)([P](C1C=CC=CC=1)(C1C=CC=CC=1)C1C=CC=CC=1)[P](C1C=CC=CC=1)(C1C=CC=CC=1)C1C=CC=CC=1.[I].[Cu]>[CH2:28]([C:32]1[CH:33]=[CH:34][C:35]([C:38]#[C:39][C:2]2[CH:7]=[CH:6][C:5]([S:8]([N:11]([CH2:22][CH2:23][CH2:24][CH2:25][CH2:26][CH3:27])[C:12]3[CH:13]=[CH:14][C:15]([F:21])=[C:16]([CH:20]=3)[C:17]([O:19][CH3:40])=[O:18])(=[O:10])=[O:9])=[CH:4][CH:3]=2)=[CH:36][CH:37]=1)[CH2:29][CH2:30][CH3:31] |f:6.7,^1:71,90,109|. Procedure details: To a solution of 5-[({4-bromophenyl)sulfonyl](hexyl)amino]-2-fluorobenzoate (400 mg; 0.85 mmol) in DMF (15 mL) under nitrogen were added (p-butylphenyl)acetylene (0.16 mL; 0.93 mmol), bis(triphenylphosphine)palladium chloride (29.7 mg; 0.04 mmol), triphenylphosphine (44.4 mg; 0.17 mmol), copper iodine (8.1 mg; 0.04 mmol) and TEA (0.35 mL; 2.54 mmol). The reaction mixture was stirred under MW at 120° C. for 1500 s. The mixture was diluted with Et2O (75 mL) and the precipitate obtained filtrated o... Starting materials: COc1cc2c(c(C)c1C)NC(=O)C2SC, ClCCl, O, O, c1ccc(P(c2ccccc2)c2ccccc2)cc1, Cc1ccccc1S(=O)(=O)O. Product: COc1cc2c(c(C)c1C)NC(=O)C2. Reaction SMILES: [CH3:1][c:2]1[c:3]([O:15][CH3:16])[cH:4][c:5]2[c:9]([c:10]1[CH3:11])[NH:8][C:7](=[O:12])[CH:6]2[S:13][CH3:14].[Cl:49][CH2:50][Cl:51].[OH2:36].[OH2:48].[c:17]1([P:18]([c:19]2[cH:20][cH:21][cH:22][cH:23][cH:24]2)[c:25]2[cH:26][cH:27][cH:28][cH:29][cH:30]2)[cH:31][cH:32][cH:33][cH:34][cH:35]1.[c:37]1([CH3:38])[c:39]([S:40]([OH:41])(=[O:42])=[O:43])[cH:44][cH:45][cH:46][cH:47]1>>[CH3:1][c:2]1[c:3]([O:15][CH3:16])[cH:4][c:5]2[c:9]([c:10]1[CH3:11])[NH:8][C:7](=[O:12])[CH2:6]2. Reaction SMILES: [CH3:1][C:2]1[N:3]=[C:4]([CH2:7][N:8]2[C:13]3[CH:14]=[C:15]([C:17]4[CH:22]=[CH:21][CH:20]=[CH:19][CH:18]=4)[S:16][C:12]=3[C:11](=[O:23])[N:10]([CH:24]3[CH2:29][CH2:28][N:27](C(OC(C)(C)C)=O)[CH2:26][CH2:25]3)[C:9]2=[O:37])[S:5][CH:6]=1.[ClH:38]>O1CCOCC1>[ClH:38].[CH3:1][C:2]1[N:3]=[C:4]([CH2:7][N:8]2[C:13]3[CH:14]=[C:15]([C:17]4[CH:18]=[CH:19][CH:20]=[CH:21][CH:22]=4)[S:16][C:12]=3[C:11](=[O:23])[N:10]([CH:24]3[CH2:29][CH2:28][NH:27][CH2:26][CH2:25]3)[C:9]2=[O:37])[S:5][CH:6]=1 |f:3.4|. The solvent is O1CCOCC1 (1,4-dioxane). Conditions: time 2.5 hour. Starting materials: CC=1N=C(SC1)CN1C(N(C(C2=C1C=C(S2)C2=CC=CC=C2)=O)C2CCN(CC2)C(=O)OC(C)(C)C)=O (tert-butyl 4-{1-[(4-methyl-1,3-thiazol-2-yl)methyl]-2,4-dioxo-6-phenyl-1,4-dihydrothieno[3,2-d]pyrimidin-3(2H)-yl}piperidine-1-carboxylate), Cl (hydrogen chloride). Product: Cl.CC=1N=C(SC1)CN1C(N(C(C2=C1C=C(S2)C2=CC=CC=C2)=O)C2CCNCC2)=O (1-[(4-Methyl-1,3-thiazol-2-yl)methyl]-6-phenyl-3-(piperidin-4-yl)thieno[3,2-d]pyrimidine-2,4(1H,3H)-dione hydrochloride). Reported procedure: A suspension of tert-butyl 4-{1-[(4-methyl-1,3-thiazol-2-yl)methyl]-2,4-dioxo-6-phenyl-1,4-dihydrothieno[3,2-d]pyrimidin-3(2H)-yl}piperidine-1-carboxylate (500 mg; compound B13) in a solution of hydrogen chloride in 1,4-dioxane (7 ml, 4.0 M) is stirred for 2.5 h at RT. The suspension is filtered and the filter cake is washed with 1,4-dioxane to give the title compound as a solid. Reactants: [Cl-].[NH4+] (ammonium chloride), FC1=CC=C(C=C1)F (2,5-difluorobenzene), [N+](=O)([O-])C1=C(C=O)C=C(C=C1)Cl (2-nitro-5-chlorobenzaldehyde), C(CCC)[Li] (butyllithium). Run in O1CCCC1 (tetrahydrofuran). Conditions: time 2 hour. Yields the product [N+](=O)([O-])C1=C(C=C(C=C1)Cl)C(O)C1=C(C=CC(=C1)F)F ((2-nitro-5-chlorophenyl)(2,5-difluorophenyl)methanol). The yield is 57.3%. RXN SMILES: [F:1][C:2]1[CH:7]=[CH:6][C:5]([F:8])=[CH:4][CH:3]=1.C([Li])CCC.[N+:14]([C:17]1[CH:24]=[CH:23][C:22]([Cl:25])=[CH:21][C:18]=1[CH:19]=[O:20])([O-:16])=[O:15].[Cl-].[NH4+]>O1CCCC1>[N+:14]([C:17]1[CH:24]=[CH:23][C:22]([Cl:25])=[CH:21][C:18]=1[CH:19]([C:6]1[CH:7]=[C:2]([F:1])[CH:3]=[CH:4][C:5]=1[F:8])[OH:20])([O-:16])=[O:15] |f:3.4|. Procedure details: To 15 g of 2,5-difluorobenzene dissolved in 150 ml of tetrahydrofuran are added, at −70° C., 50 ml of 1.6M butyllithium solution. After 2 hours at −70° C., 9.616 g of 2-nitro-5-chlorobenzaldehyde are introduced and the mixture is left at this temperature for 3 hours and then at room temperature for 18 hours. The medium is hydrolysed with ammonium chloride solution and extracted with ethyl acetate. The organic phase is dried over anhydrous sodium sulfate and concentrated. The residue is filtered ...